From a dataset of the Open Reaction Database (ORD), a public repository of structured organic reaction records. describe an organic reaction: reactants, conditions, products, and yield The product is Cc1nc2c(Cl)ccc(OCC(=O)O)c2c(OC(F)F)c1Cc1ccc(S(C)(=O)=O)cc1. Reaction SMILES: [CH3:1][O:2][C:3]([CH2:4][O:5][c:6]1[c:7]2[c:8]([O:29][CH:30]([F:31])[F:32])[c:9]([CH2:18][c:19]3[cH:20][cH:21][c:22]([S:25](=[O:26])(=[O:27])[CH3:28])[cH:23][cH:24]3)[c:10]([CH3:17])[n:11][c:12]2[c:13]([Cl:16])[cH:14][cH:15]1)=[O:33].[CH3:34][OH:35].[CH3:39][C:40](=[O:41])[OH:42].[Li+:36].[OH-:37].[OH2:38]>>[O:2]=[C:3]([CH2:4][O:5][c:6]1[c:7]2[c:8]([O:29][CH:30]([F:31])[F:32])[c:9]([CH2:18][c:19]3[cH:20][cH:21][c:22]([S:25](=[O:26])(=[O:27])[CH3:28])[cH:23][cH:24]3)[c:10]([CH3:17])[n:11][c:12]2[c:13]([Cl:16])[cH:14][cH:15]1)[OH:33]. The reactants are COC(=O)COc1ccc(Cl)c2nc(C)c(Cc3ccc(S(C)(=O)=O)cc3)c(OC(F)F)c12, CO, CC(=O)O, [Li+], [OH-], O. The reactants are COc1cc2ncnc(Oc3ccc(N)c(C)c3)c2cc1OC, ClC(Cl)Cl, O=C=Nc1ccc(F)cc1. The product is COc1cc2ncnc(Oc3ccc(NC(=O)Nc4ccc(F)cc4)c(C)c3)c2cc1OC. RXN SMILES: [CH3:1][O:2][c:3]1[cH:4][c:5]2[c:6]([O:15][c:16]3[cH:17][c:18]([CH3:23])[c:19]([NH2:20])[cH:21][cH:22]3)[n:7][cH:8][n:9][c:10]2[cH:11][c:12]1[O:13][CH3:14].[CH:34]([Cl:35])([Cl:36])[Cl:37].[F:24][c:25]1[cH:26][cH:27][c:28]([N:31]=[C:32]=[O:33])[cH:29][cH:30]1>>[CH3:1][O:2][c:3]1[cH:4][c:5]2[c:6]([O:15][c:16]3[cH:17][c:18]([CH3:23])[c:19]([NH:20][C:32]([NH:31][c:28]4[cH:27][cH:26][c:25]([F:24])[cH:30][cH:29]4)=[O:33])[cH:21][cH:22]3)[n:7][cH:8][n:9][c:10]2[cH:11][c:12]1[O:13][CH3:14]. The reactants are 12B, OC1(C(N(C=2C=C3C(=CC12)OCCO3)C[C@@H]3OCCC3)=O)C=3C(=CC1=C(CCO1)C3)O (8-hydroxy-8-(6-hydroxy-2,3-dihydrobenzofuran-5-yl)-6-(((R)-tetrahydrofuran-2-yl)methyl)-6,8-dihydro-2H-[1,4]dioxino[2,3-f]indol-7(3H)-one), C1(=CC=CC=C1)C(N1C(C(C2=CC=CC=C12)(C1=C(C=C(C=C1)OC)O)O)=O)C1=CC=CC=C1 (1-(diphenylmethyl)-3-hydroxy-3-(2-hydroxy-4-methoxyphenyl)-1,3-dihydro-2H-indol-2-one). Product: OC1=CC2=C(CCO2)C=C1C1C(N(C=2C=C3C(=CC12)OCCO3)C[C@@H]3OCCC3)=O (8-(6-hydroxy-2,3-dihydro-1-benzofuran-5-yl)-6-[(2R)-tetrahydrofuran-2-ylmethyl]-2,3,6,8-tetrahydro-7H-[1,4]dioxino[2,3-f]indol-7-one). As a reaction SMILES: O[C:2]1([C:22]2[C:23]([OH:31])=[CH:24][C:25]3[O:29][CH2:28][CH2:27][C:26]=3[CH:30]=2)[C:10]2[CH:9]=[C:8]3[O:11][CH2:12][CH2:13][O:14][C:7]3=[CH:6][C:5]=2[N:4]([CH2:15][C@H:16]2[CH2:20][CH2:19][CH2:18][O:17]2)[C:3]1=[O:21].C1(C(C2C=CC=CC=2)N2C3C(=CC=CC=3)C(O)(C3C=CC(OC)=CC=3O)C2=O)C=CC=CC=1>>[OH:31][C:23]1[C:22]([CH:2]2[C:10]3[CH:9]=[C:8]4[O:11][CH2:12][CH2:13][O:14][C:7]4=[CH:6][C:5]=3[N:4]([CH2:15][C@H:16]3[CH2:20][CH2:19][CH2:18][O:17]3)[C:3]2=[O:21])=[CH:30][C:26]2[CH2:27][CH2:28][O:29][C:25]=2[CH:24]=1. Reported procedure: Following the procedure as described in PREPARATION 12B, and making non-critical variations using 8-hydroxy-8-(6-hydroxy-2,3-dihydrobenzofuran-5-yl)-6-(((R)-tetrahydrofuran-2-yl)methyl)-6,8-dihydro-2H-[1,4]dioxino[2,3-f]indol-7(3H)-one to replace 1-(diphenylmethyl)-3-hydroxy-3-(2-hydroxy-4-methoxyphenyl)-1,3-dihydro-2H-indol-2-one, 8-(6-hydroxy-2,3-dihydro-1-benzofuran-5-yl)-6-[(2R)-tetrahydrofuran-2-ylmethyl]-2,3,6,8-tetrahydro-7H-[1,4]dioxino[2,3-f]indol-7-one was obtained (76%): 1H NMR (300 M...